Dataset: the Open Reaction Database (ORD), a public repository of structured organic reaction records. Task: describe an organic reaction: reactants, conditions, products, and yield The reactants are C(CCC)OC(=O)C=1N=CC2=CC(=CC=C2C1O)OC1=CC=C(C=C1)Cl (7-(4-Chloro-phenoxy)-4-hydroxy-isoquinoline-3-carboxylic acid butyl ester), N[C@@H](C)C(=O)O (L-alanine). As a reaction SMILES: C(O[C:6]([C:8]1[N:9]=[CH:10][C:11]2[C:16]([C:17]=1[OH:18])=[CH:15][CH:14]=[C:13]([O:19][C:20]1[CH:25]=[CH:24][C:23]([Cl:26])=[CH:22][CH:21]=1)[CH:12]=2)=[O:7])CCC.[NH2:27][C@H:28]([C:30]([OH:32])=[O:31])[CH3:29]>>[Cl:26][C:23]1[CH:24]=[CH:25][C:20]([O:19][C:13]2[CH:12]=[C:11]3[C:16]([C:17]([OH:18])=[C:8]([C:6]([NH:27][C@@H:28]([CH3:29])[C:30]([OH:32])=[O:31])=[O:7])[N:9]=[CH:10]3)=[CH:15][CH:14]=2)=[CH:21][CH:22]=1. Yields the product ClC1=CC=C(OC2=CC=C3C(=C(N=CC3=C2)C(=O)N[C@H](C(=O)O)C)O)C=C1 (2-(S)-{[7-(4-Chloro-phenoxy)-4-hydroxy-isoquinoline-3-carbonyl]-amino}-propionic acid). Reported procedure: Prepared in analogy to Example A-50 by reacting 7-(4-Chloro-phenoxy)-4-hydroxy-isoquinoline-3-carboxylic acid butyl ester (compound of example A-60 a) with L-alanine in a microwave reactor for 20 min at 130 C. MS-(−)-ion: M−1=385.1. The reactants are ClC1=NC(=NC(=C1)C(F)(F)F)C=1C=NC=CC1 (4-chloro-2-(3-pyridinyl)-6-trifluoromethyl-pyrimidine), N1C=CC2=CC(=CC=C12)N (1H-5-indolylamine), C([O-])([O-])=O.[K+].[K+] (potassium carbonate). Run in CN(C)C=O (DMF), C(C)(=O)OCC (ethyl acetate). The product is N1C=CC2=CC(=CC=C12)NC1=NC(=NC(=C1)C(F)(F)F)C=1C=NC=CC1 (4-(1H-5-Indolyl-amino)-2-(3-pyridinyl)-6-trifluoromethyl-pyrimidine). Isolated yield 78.4%. As a reaction SMILES: Cl[C:2]1[CH:7]=[C:6]([C:8]([F:11])([F:10])[F:9])[N:5]=[C:4]([C:12]2[CH:13]=[N:14][CH:15]=[CH:16][CH:17]=2)[N:3]=1.[NH:18]1[C:26]2[C:21](=[CH:22][C:23]([NH2:27])=[CH:24][CH:25]=2)[CH:20]=[CH:19]1.C(=O)([O-])[O-].[K+].[K+]>CN(C=O)C.C(OCC)(=O)C>[NH:18]1[C:26]2[C:21](=[CH:22][C:23]([NH:27][C:2]3[CH:7]=[C:6]([C:8]([F:11])([F:10])[F:9])[N:5]=[C:4]([C:12]4[CH:13]=[N:14][CH:15]=[CH:16][CH:17]=4)[N:3]=3)=[CH:24][CH:25]=2)[CH:20]=[CH:19]1 |f:2.3.4|. Procedure details: A mixture of 4-chloro-2-(3-pyridinyl)-6-trifluoromethyl-pyrimidine (42 mg, 0.162 mmol), 1H-5-indolylamine (31 mg, 235 mmol) and potassium carbonate (25 mg, 0.180 mmol) was heated overnight in 1 mL of DMF at 100° C. in a sealed tube. The reaction mixture was cooled to room temperature, diluted with 20 mL of ethyl acetate, washed with water (20 mL×3) and saturated NaCl. The organic layer was dried over Na2SO4, filtered, concentrated and the residue was purified by flash column chromatography (30% ...